This data is from the Open Reaction Database (ORD), a public repository of structured organic reaction records. The task is: describe an organic reaction: reactants, conditions, products, and yield Reactants: C(C)OC(=O)C=1C(OC2=CC(=CC=C2C1O)OC1=CC=CC=C1)=O (4-hydroxy-2-oxo-7-phenoxy-2H-chromene-3-carboxylic acid ethyl ester), NCC(=O)[O-].[Na+] (sodium glycinate). Solvent: COC(C)O (methoxyethanol). Procedure details: A mixture of 4-hydroxy-2-oxo-7-phenoxy-2H-chromene-3-carboxylic acid ethyl ester (84 mg, 0.248 mmol) and sodium glycinate (121 mg, 1.24 mmol) in methoxyethanol (5 mL) was refluxed for 15 h; then cooled, the solvent was removed, the residue was redissolved in water, acidified with 2 M HCl, the precipitates were collected and freeze dried to give the desired title product (93 mg). ESI (m/z): 356 (M+H)+. As a reaction SMILES: C(O[C:4]([C:6]1[C:7](=[O:24])[O:8][C:9]2[C:14]([C:15]=1[OH:16])=[CH:13][CH:12]=[C:11]([O:17][C:18]1[CH:23]=[CH:22][CH:21]=[CH:20][CH:19]=1)[CH:10]=2)=[O:5])C.[NH2:25][CH2:26][C:27]([O-:29])=[O:28].[Na+]>COC(O)C>[OH:16][C:15]1[C:14]2[C:9](=[CH:10][C:11]([O:17][C:18]3[CH:23]=[CH:22][CH:21]=[CH:20][CH:19]=3)=[CH:12][CH:13]=2)[O:8][C:7](=[O:24])[C:6]=1[C:4]([NH:25][CH2:26][C:27]([OH:29])=[O:28])=[O:5] |f:1.2|. The product is OC1=C(C(OC2=CC(=CC=C12)OC1=CC=CC=C1)=O)C(=O)NCC(=O)O ([(4-Hydroxy-2-oxo-7-phenoxy-2H-chromene-3-carbonyl)-amino]-acetic acid). Yield: 105.5%. Reactants: C1(=CC=CC=C1)C(C)NC1=NC=CC(=N1)[C@@H]1CC(NN=C1C1=CC(=CC=C1)C(F)(F)F)=O ((s)-5-[2-(1-Phenylethylamino)pyrimidin-4-yl]-6-(3-trifluoromethylphenyl)-4,5-dihydro-2H-pyridazin-3-one), ClC=1C(C(=C(C(C1Cl)=O)C#N)C#N)=O (2,3-dichloro-5,6-dicyano-4-benzoquinone). Solvent: C(C)#N (acetonitrile). Run at time 24 hour. The product is hexane-ether, C1(=CC=CC=C1)[C@H](C)NC1=NC=CC(=N1)C=1C=C(N=NC1C1=CC(=CC=C1)C(F)(F)F)O ((s)-5-[2-(1-Phenylethylamino)pyrimidin-4-yl]-6-(3-trifluoromethylphenyl)-pyridazin-3-ol). Reaction SMILES: [C:1]1([CH:7]([NH:9][C:10]2[N:15]=[C:14]([C@H:16]3[C:21]([C:22]4[CH:27]=[CH:26][CH:25]=[C:24]([C:28]([F:31])([F:30])[F:29])[CH:23]=4)=[N:20][NH:19][C:18](=[O:32])[CH2:17]3)[CH:13]=[CH:12][N:11]=2)[CH3:8])[CH:6]=[CH:5][CH:4]=[CH:3][CH:2]=1.ClC1C(=O)C(C#N)=C(C#N)C(=O)C=1Cl>C(#N)C>[C:1]1([C@@H:7]([NH:9][C:10]2[N:15]=[C:14]([C:16]3[CH:17]=[C:18]([OH:32])[N:19]=[N:20][C:21]=3[C:22]3[CH:27]=[CH:26][CH:25]=[C:24]([C:28]([F:29])([F:31])[F:30])[CH:23]=3)[CH:13]=[CH:12][N:11]=2)[CH3:8])[CH:2]=[CH:3][CH:4]=[CH:5][CH:6]=1. Reported procedure: Compound 8 (4.24 g, 9.66 mmol), 2,3-dichloro-5,6-dicyano-4-benzoquinone (4.38 g, 19.3 mmol), and acetonitrile (100 mL) were combined and stirred at room temperature under argon for 24 h. The solvent was removed in vacuo and 5% ammonium hydroxide was added. The solution was extracted exhaustively with methylene chloride. The combined organic extracts were dried over anhydrous sodium sulfate and the solvent was removed in vacuo to give a solid. Trituration with hexane-ether gave Compound 9 as a so... The reactants are C(C)(C)(C)C1=CC=C2C(=NNC2=C1)I (6-tert-butyl-3-iodo-1H-indazole), CC(C)(C)[O-].[K+] (KOt-Bu), IC (iodomethane). Solvent: C1CCOC1 (THF). Run at temperature 0 celsius, time 30 minute. Product: C(C)(C)(C)C1=CC=C2C(=NN(C2=C1)C)I (6-tert-butyl-3-iodo-1-methyl-1H-indazole). Yield: 69.0%. RXN SMILES: [C:1]([C:5]1[CH:13]=[C:12]2[C:8]([C:9]([I:14])=[N:10][NH:11]2)=[CH:7][CH:6]=1)([CH3:4])([CH3:3])[CH3:2].[CH3:15]C([O-])(C)C.[K+].IC>C1COCC1>[C:1]([C:5]1[CH:13]=[C:12]2[C:8]([C:9]([I:14])=[N:10][N:11]2[CH3:15])=[CH:7][CH:6]=1)([CH3:4])([CH3:2])[CH3:3] |f:1.2|. Procedure: To a solution of 6-tert-butyl-3-iodo-1H-indazole (820 mg, 2.73 mmol) in THF (8 ml) at 0° C. was added KOt-Bu (429 mg, 3.82 mmol). The reaction mixture was stirred at 0° C. for 30 min then added iodomethane (0.24 ml, 3.82 mmol). Stirred at 0° C. for 30 min then warmed to room temperature and stirred for 1.5 h. The reaction was quenched with water and extracted with EtOAc (2×). The combined organics were washed with brine then dried over MgSO4 and concentrated. The crude residue was purified by si...